This data is from the Open Reaction Database (ORD), a public repository of structured organic reaction records. The task is: describe an organic reaction: reactants, conditions, products, and yield Reactants: ClCCCOC1=C(C=C(C(=O)O)C=C1)OC (4-(3-chloropropoxy)-3-methoxybenzoic acid), [N+](=O)(O)[O-] (nitric acid), N(=O)[O-].[Na+] (sodium nitrite), C(C)(=O)O (acetic acid). Solvent: O (water). Conditions: temperature 40 celsius. Product: COC=1C(=CC(=C(C(=O)O)C1)[N+](=O)[O-])OCCCCl (5-methoxy-4-(3-chloropropoxy)-2-nitrobenzoic acid). Yield: 944.9%. Reaction SMILES: [Cl:1][CH2:2][CH2:3][CH2:4][O:5][C:6]1[CH:14]=[CH:13][C:9]([C:10]([OH:12])=[O:11])=[CH:8][C:7]=1[O:15][CH3:16].[N:17]([O-:19])=[O:18].[Na+].C(O)(=O)C.[N+]([O-])(O)=O>O>[CH3:16][O:15][C:7]1[C:6]([O:5][CH2:4][CH2:3][CH2:2][Cl:1])=[CH:14][C:13]([N+:17]([O-:19])=[O:18])=[C:9]([CH:8]=1)[C:10]([OH:12])=[O:11] |f:1.2|. Procedure: In a 50 mL volume glass flask equipped with a stirrer, a thermometer and a dropping funnel were placed 16.2 g (65.4 mmol) of 4-(3-chloropropoxy)-3-methoxybenzoic acid (purity: 98%) obtained in Reference Example III-7, 0.45 g (6.54 mmol) of sodium nitrite, and 20 mL of acetic acid. The resulting mixture was heated to 40° C. under stirring. To the reaction mixture was dropwise added slowly 27.6 g (262.0 mmol) of nitric acid (60 wt. %), and the mixture was heated at the same temperature for 5 hours... Reaction SMILES: [CH2:24]1[O:25][CH2:26][CH2:27][CH2:28]1.[CH3:1][N:2]1[CH:3]([CH2:7][OH:8])[CH2:4][CH2:5][CH2:6]1.[F:11][c:12]1[c:13]([C:14]#[N:15])[cH:16][c:17]([C:20]([F:21])([F:22])[F:23])[cH:18][cH:19]1.[H-:9].[Na+:10]>>[CH3:1][N:2]1[CH:3]([CH2:7][O:8][c:12]2[c:13]([C:14]#[N:15])[cH:16][c:17]([C:20]([F:21])([F:22])[F:23])[cH:18][cH:19]2)[CH2:4][CH2:5][CH2:6]1. Yields the product CN1CCCC1COc1ccc(C(F)(F)F)cc1C#N. The reactants are C1CCOC1, CN1CCCC1CO, N#Cc1cc(C(F)(F)F)ccc1F, [H-], [Na+]. The reactants are COC=1C=C(C=CC1OC)NC=1SC2=C(N1)C=CC(=C2)[N+](=O)[O-] ((3,4-Dimethoxy-phenyl)-(6-nitro-benzothiazol-2-yl)-amine), ClC1=C(C(=O)Cl)C=CC(=C1)Cl (2,4-dichlorobenzoyl chloride). The product is ClC1=C(C(=O)N(C=2SC3=C(N2)C=CC(=C3)[N+](=O)[O-])C3=CC(=C(C=C3)OC)OC)C=CC(=C1)Cl (2,4-Dichloro-N-(3,4-dimethoxy-phenyl)-N-(6-nitro-benzothiazol-2-yl)-benzamide). Reaction SMILES: [CH3:1][O:2][C:3]1[CH:4]=[C:5]([NH:11][C:12]2[S:13][C:14]3[CH:20]=[C:19]([N+:21]([O-:23])=[O:22])[CH:18]=[CH:17][C:15]=3[N:16]=2)[CH:6]=[CH:7][C:8]=1[O:9][CH3:10].[Cl:24][C:25]1[CH:33]=[C:32]([Cl:34])[CH:31]=[CH:30][C:26]=1[C:27](Cl)=[O:28]>>[Cl:24][C:25]1[CH:33]=[C:32]([Cl:34])[CH:31]=[CH:30][C:26]=1[C:27]([N:11]([C:5]1[CH:6]=[CH:7][C:8]([O:9][CH3:10])=[C:3]([O:2][CH3:1])[CH:4]=1)[C:12]1[S:13][C:14]2[CH:20]=[C:19]([N+:21]([O-:23])=[O:22])[CH:18]=[CH:17][C:15]=2[N:16]=1)=[O:28]. Procedure details: The title compound was synthesised from (3,4-Dimethoxy-phenyl)-(6-nitro-benzothiazol-2-yl)-amine and 2,4-dichlorobenzoyl chloride (commercially available) according to the procedure described for Example 2. MS (m/e): 504.1 (MH+, 100%). The reactants are COC1=CC2=NC(C(N=C2C=C1OC)=O)=O (6,7-dimethoxy-2,3-quinoxalinedione), C(C)(=O)O (acetic acid), [N+](=O)(O)[O-] (nitric acid). Conditions: time 24 hour. Yields the product C(C)(=O)OC=1C2=NC(C(N=C2C=C(C1OC)OC)=O)=O (5-Acetoxy-6,7-dimethoxy-2,3-quinoxalinedione). Isolated yield 54.0%. As a reaction SMILES: [CH3:1][O:2][C:3]1[C:12]([O:13][CH3:14])=[CH:11][C:10]2[C:5](=[N:6][C:7](=[O:16])[C:8](=[O:15])[N:9]=2)[CH:4]=1.[N+]([O-])(O)=O.[C:21]([OH:24])(=[O:23])[CH3:22]>>[C:21]([O:24][C:4]1[C:5]2[C:10]([CH:11]=[C:12]([O:13][CH3:14])[C:3]=1[O:2][CH3:1])=[N:9][C:8](=[O:15])[C:7](=[O:16])[N:6]=2)(=[O:23])[CH3:22]. Procedure details: 6,7-Dimethoxy-2,3-quinoxalinedione (45) (222 mg, 1.0 mmol) was dissolved in glacial acetic acid (10 mL) at 100° C. (oil bath). The oil bath was removed and fuming nitric acid (53 μL, 1.2 mmol; Baker) was added dropwise to the solution. The reaction mixture was then stirred at room temperature for 24 h. The mixture was filtered and washed with water to give a white solid, giving 150 mg (54%) of the title compound, mp 321-322° C.; 1H NMR (DMSO-d6, 300 MHz) δ 2.300 (s, 3H), 3.619 (s, 3H), 3.746 (s,... Reactants: C1(=CC=CC=C1)[C@H](C)NC(=O)C=1NC(=CC1)C(=O)C=1C(=NC=CC1)Cl (5-(2-chloro-pyridine-3-carbonyl)-1H-pyrrole-2-carboxylic acid ((S)-1-phenyl-ethyl)-amide), O.NN (hydrazine hydrate). Solvent: C(C)O (ethanol). Conditions: temperature 80 celsius. The product is C1(=CC=CC=C1)[C@H](C)NC(=O)C=1NC(=CC1)C1=NNC2=NC=CC=C21 (5-(1H-Pyrazolo[3,4-b]pyridin-3-yl)-1H-pyrrole-2-carboxylic acid ((S)-1-phenyl-ethyl)-amide). Isolated yield 19.0%. As a reaction SMILES: [C:1]1([C@@H:7]([NH:9][C:10]([C:12]2[NH:13][C:14]([C:17]([C:19]3[C:20](Cl)=[N:21][CH:22]=[CH:23][CH:24]=3)=O)=[CH:15][CH:16]=2)=[O:11])[CH3:8])[CH:6]=[CH:5][CH:4]=[CH:3][CH:2]=1.O.[NH2:27][NH2:28]>C(O)C>[C:1]1([C@@H:7]([NH:9][C:10]([C:12]2[NH:13][C:14]([C:17]3[C:19]4[C:20](=[N:21][CH:22]=[CH:23][CH:24]=4)[NH:28][N:27]=3)=[CH:15][CH:16]=2)=[O:11])[CH3:8])[CH:6]=[CH:5][CH:4]=[CH:3][CH:2]=1 |f:1.2|. Procedure: A mixture of 5-(2-chloro-pyridine-3-carbonyl)-1H-pyrrole-2-carboxylic acid ((S)-1-phenyl-ethyl)-amide (450 mg, 1.3 mmol) and hydrazine hydrate (2 mL) in ethanol (20 mL) was heated at 80° C. for 24 hours. The reaction was concentrated, the residue was triturated with water. The precipitate was collected by vacuum filtration, washed with water and DCM to give 80 mg (19%) of the titled compound. Reactants: Cl.Cl.ClC=1C=C(C=CC1)N1CCNCC1 (N-(3-chlorophenyl) piperazine dihydrochloride), BrC(C(=O)C1=CC2=CC=C(C(=C2C=C1)Cl)OC)C (2-bromo-1-(5-chloro-6-methoxynaphthalen-2-yl)propan-1-one), C(=O)([O-])[O-].[K+].[K+] (K2CO3). The solvent is CN(C)C=O (DMF). The product is Cl.Cl.ClC=1C=C(C=CC1)N1CCN(CC1)C(C)C(=O)C1=CC2=CC=C(C(=C2C=C1)Cl)OC (N1-(3-chlorophenyl)-N4-[1-(5-chloro-6-methoxy-2-naphthoyl)ethyl] piperazine dihydrochloride). The yield is 127.8%. RXN SMILES: Cl.Cl.[Cl:3][C:4]1[CH:5]=[C:6]([N:10]2[CH2:15][CH2:14][NH:13][CH2:12][CH2:11]2)[CH:7]=[CH:8][CH:9]=1.Br[CH:17]([CH3:33])[C:18]([C:20]1[CH:29]=[CH:28][C:27]2[C:22](=[CH:23][CH:24]=[C:25]([O:31][CH3:32])[C:26]=2[Cl:30])[CH:21]=1)=[O:19].C([O-])([O-])=O.[K+].[K+]>CN(C=O)C>[ClH:3].[ClH:30].[Cl:3][C:4]1[CH:5]=[C:6]([N:10]2[CH2:15][CH2:14][N:13]([CH:17]([C:18]([C:20]3[CH:29]=[CH:28][C:27]4[C:22](=[CH:23][CH:24]=[C:25]([O:31][CH3:32])[C:26]=4[Cl:30])[CH:21]=3)=[O:19])[CH3:33])[CH2:12][CH2:11]2)[CH:7]=[CH:8][CH:9]=1 |f:0.1.2,4.5.6,8.9.10|. Procedure: A mixture of N-(3-chlorophenyl) piperazine dihydrochloride (1.35 g, 5 mmol), 2-bromo-1-(5-chloro-6-methoxynaphthalen-2-yl)propan-1-one (1.96 g, 6 mmol) and K2CO3 (2.42 g, 17.5 mmol) in DMF (40 ml) was treated according to the general preparation 2 to obtain 1.65 g of N1-(3-chlorophenyl)-N4-[1-(5-chloro-6-methoxy-2-naphthoyl)ethyl] piperazine dihydrochloride, yield 64%. The above product was reduced with NaBH4 in methanol (50 ml) according to the general preparation 3 to obtain the title compound... Yields the product CC(=O)c1ccc(NS(C)(=O)=O)c(Nc2ccc(F)cc2F)c1. Starting materials: CS(=O)(=O)Cl, CC(=O)c1ccc(N)c(Nc2ccc(F)cc2F)c1, c1ccncc1. Reaction SMILES: [CH3:20][S:21]([Cl:22])(=[O:23])=[O:24].[NH2:1][c:2]1[c:3]([NH:11][c:12]2[c:13]([F:19])[cH:14][c:15]([F:18])[cH:16][cH:17]2)[cH:4][c:5]([C:8]([CH3:9])=[O:10])[cH:6][cH:7]1.[cH:25]1[cH:26][cH:27][n:28][cH:29][cH:30]1>>[NH:1]([c:2]1[c:3]([NH:11][c:12]2[c:13]([F:19])[cH:14][c:15]([F:18])[cH:16][cH:17]2)[cH:4][c:5]([C:8]([CH3:9])=[O:10])[cH:6][cH:7]1)[S:21]([CH3:20])(=[O:23])=[O:24].